This data is from the Open Reaction Database (ORD), a public repository of structured organic reaction records. The task is: describe an organic reaction: reactants, conditions, products, and yield Starting materials: [OH-].[Na+] (NaOH), CC1N(CCC1)C1=CC=CC(=N1)NC=1C=2N(N=C(C1)C=1C=C(C(=O)O)C=CC1)C=CN2 (3-(8-(6-(2-methylpyrrolidin-1-yl)pyridin-2-ylamino)imidazo[1,2-b]pyridazin-6-yl)benzoic acid). Run in O (water). Product: CC1N(CCC1)C1=CC=CC(=N1)NC=1C=2N(N=C(C1)C=1C=C(C(=O)[O-])C=CC1)C=CN2.[Na+] (sodium 3-(8-(6-(2-methylpyrrolidin-1-yl)pyridin-2-ylamino)imidazo[1,2-b]pyridazin-6-yl)benzoate). Yield: 76.0%. As a reaction SMILES: [OH-].[Na+:2].[CH3:3][CH:4]1[CH2:8][CH2:7][CH2:6][N:5]1[C:9]1[N:14]=[C:13]([NH:15][C:16]2[C:17]3[N:18]([CH:31]=[CH:32][N:33]=3)[N:19]=[C:20]([C:22]3[CH:23]=[C:24]([CH:28]=[CH:29][CH:30]=3)[C:25]([OH:27])=[O:26])[CH:21]=2)[CH:12]=[CH:11][CH:10]=1>O>[CH3:3][CH:4]1[CH2:8][CH2:7][CH2:6][N:5]1[C:9]1[N:14]=[C:13]([NH:15][C:16]2[C:17]3[N:18]([CH:31]=[CH:32][N:33]=3)[N:19]=[C:20]([C:22]3[CH:23]=[C:24]([CH:28]=[CH:29][CH:30]=3)[C:25]([O-:27])=[O:26])[CH:21]=2)[CH:12]=[CH:11][CH:10]=1.[Na+:2] |f:0.1,4.5|. Reported procedure: A solution of NaOH in water (0.05 mol/L, 1.2 mL) was added to 3-(8-(6-(2-methylpyrrolidin-1-yl)pyridin-2-ylamino)imidazo[1,2-b]pyridazin-6-yl)benzoic acid (25 mg, 0.06 mmol) and the mixture stirred until the solid was completely dissolved. The solution was concentrated in vacuo to give sodium 3-(8-(6-(2-methylpyrrolidin-1-yl)pyridin-2-ylamino)imidazo[1,2-b]pyridazin-6-yl)benzoate (20 mg, 76%) as a white solid. 1H NMR (300 MHz, D2O): δ 7.98-7.77 (m, 2H), 7.55-7.38 (m, 2H), 7.26-7.05 (m, 3H), 6.80...